describe an organic reaction: reactants, conditions, products, and yield From a dataset of the Open Reaction Database (ORD), a public repository of structured organic reaction records. Starting materials: acid chloride, C(#N)C=1C(=C(N(C1CC)C)C(=O)O)C1=CC=C(C=C1)C1=C(C=CC=C1)C#N (4-cyano-3-(2′-cyano-biphenyl-4-yl)-5-ethyl-1-methyl-1H-pyrrole-2-carboxylic acid), NC=1NC=NN1 (2-amino-1,3,4-triazole), C(C(=O)Cl)(=O)Cl (oxalyl chloride), C(C(=O)Cl)(=O)Cl (oxalyl chloride), ice water. The reagents and catalysts are CN(C)C=O (DMF). Run in N1=CC=CC=C1 (pyridine), C(Cl)Cl (methylene chloride). Run at temperature 0 celsius. The product is N1N=C(N=C1)NC(=O)C=1N(C(=C(C1C1=CC=C(C=C1)C1=C(C=CC=C1)C#N)C#N)CC)C (4-Cyano-3-(2′-cyano-biphenyl-4-yl)-5-ethyl-1-methyl-1H-pyrrole-2-carboxylic acid (1H-[1,2,4]triazol-3-yl)-amide). Yield: 46.0%. RXN SMILES: [C:1]([C:3]1[C:4]([C:14]2[CH:19]=[CH:18][C:17]([C:20]3[CH:25]=[CH:24][CH:23]=[CH:22][C:21]=3[C:26]#[N:27])=[CH:16][CH:15]=2)=[C:5]([C:11]([OH:13])=O)[N:6]([CH3:10])[C:7]=1[CH2:8][CH3:9])#[N:2].C(Cl)(=O)C(Cl)=O.[NH2:34][C:35]1[NH:36][CH:37]=[N:38][N:39]=1>C(Cl)Cl.CN(C=O)C.N1C=CC=CC=1>[NH:38]1[CH:37]=[N:36][C:35]([NH:34][C:11]([C:5]2[N:6]([CH3:10])[C:7]([CH2:8][CH3:9])=[C:3]([C:1]#[N:2])[C:4]=2[C:14]2[CH:15]=[CH:16][C:17]([C:20]3[CH:25]=[CH:24][CH:23]=[CH:22][C:21]=3[C:26]#[N:27])=[CH:18][CH:19]=2)=[O:13])=[N:39]1. Reported procedure: prepare a solution of 4-cyano-3-(2′-cyano-biphenyl-4-yl)-5-ethyl-1-methyl-1H-pyrrole-2-carboxylic acid (200 mg, 0.57 mmol, prepared in example A-75) in 5 mL of methylene chloride and stir under nitrogen. Add 2 drops of dry DMF and cool the mixture to 0° C. Next, add oxalyl chloride (1.10 mmol) dropwise over five minutes. Remove the icebath and stir the reaction for one hour. Add another 1.10 mmol of oxalyl chloride and continue stirring for one hour. Then concentrate the reaction mixture under v... Procedure: A solution of 200 mg of 2-[2-(4-fluoro-2,3-dihydroindol-1-yl)-2-oxoethyl]-6-chloro-3H-pyrimidin-4-one in 2 ml of 2-methylmorpholine is heated at 100° C. for 15 minutes. The reaction medium is taken up with 10 ml of water. The solid formed is filtered off and washed with water and then dried so as to give 216 mg of 2-[2-(4-fluoro-2,3-dihydroindol-1-yl)-2-oxoethyl]-6-(2-methylmorpholin-4-yl)-3H-pyrimidin-4-one in the form of a beige solid, the characteristics of which are the following: Yields the product FC1=C2CCN(C2=CC=C1)C(CC1=NC(=CC(N1)=O)N1CC(OCC1)C)=O (2-[2-(4-fluoro-2,3-dihydroindol-1-yl)-2-oxoethyl]-6-(2-methylmorpholin-4-yl)-3H-pyrimidin-4-one). Reaction SMILES: [F:1][C:2]1[CH:10]=[CH:9][CH:8]=[C:7]2[C:3]=1[CH2:4][CH2:5][N:6]2[C:11](=[O:21])[CH2:12][C:13]1[NH:18][C:17](=[O:19])[CH:16]=[C:15](Cl)[N:14]=1.[OH2:22]>CC1OCCNC1>[F:1][C:2]1[CH:10]=[CH:9][CH:8]=[C:7]2[C:3]=1[CH2:4][CH2:5][N:6]2[C:11](=[O:21])[CH2:12][C:13]1[NH:18][C:17](=[O:19])[CH:16]=[C:15]([N:6]2[CH2:7][CH2:8][O:22][CH:4]([CH3:3])[CH2:5]2)[N:14]=1. Starting materials: FC1=C2CCN(C2=CC=C1)C(CC1=NC(=CC(N1)=O)Cl)=O (2-[2-(4-fluoro-2,3-dihydroindol-1-yl)-2-oxoethyl]-6-chloro-3H-pyrimidin-4-one), O (water). Run in CC1CNCCO1 (2-methylmorpholine). Reported procedure: Through a solution of the product from Example 62, Step B (113 mg, 0.245 mmols) in 20 mL of EtOAc at 0° C. was bubbled HCl gas for 3 minutes. The reaction was sealed, and stirring continued for 45 minutes. The solvent was removed in vacuo to give the titled compound. ESI+ MS: 361 [M+H]+. The product is NCCNS(=O)(=O)C1=C(NC2=CC=C(C=C12)Br)C(=O)N (3-{[(2-Aminoethyl)amino]sulfonyl}-5-bromo-1H-indole-2-carboxamide). The reactants are NC(=O)C=1NC2=CC=C(C=C2C1S(=O)(=O)NCCNC(OC(C)(C)C)=O)Br (tert-Butyl 2-({[2-(aminocarbonyl)-5-bromo-1H-indol-3-yl]sulfonyl}amino)ethylcarbamate), Cl (HCl). RXN SMILES: [NH2:1][C:2]([C:4]1[NH:5][C:6]2[C:11]([C:12]=1[S:13]([NH:16][CH2:17][CH2:18][NH:19]C(=O)OC(C)(C)C)(=[O:15])=[O:14])=[CH:10][C:9]([Br:27])=[CH:8][CH:7]=2)=[O:3].Cl>CCOC(C)=O>[NH2:19][CH2:18][CH2:17][NH:16][S:13]([C:12]1[C:11]2[C:6](=[CH:7][CH:8]=[C:9]([Br:27])[CH:10]=2)[NH:5][C:4]=1[C:2]([NH2:1])=[O:3])(=[O:14])=[O:15]. Reaction conditions: time 45 minute. Solvent: CCOC(=O)C (EtOAc).